Dataset: the Open Reaction Database (ORD), a public repository of structured organic reaction records. Task: describe an organic reaction: reactants, conditions, products, and yield Yield: 28.6%. The solvent is C(Cl)(Cl)(Cl)Cl (carbon tetrachloride). Reaction SMILES: [C:1]1([CH3:11])[CH:6]=[CH:5][C:4]([S:7]([Cl:10])(=[O:9])=[O:8])=[CH:3][CH:2]=1.[Br:12]N1C(=O)CCC1=O.C(OOC(=O)C1C=CC=CC=1)(=O)C1C=CC=CC=1>C(Cl)(Cl)(Cl)Cl>[Br:12][CH2:11][C:1]1[CH:2]=[CH:3][C:4]([S:7]([Cl:10])(=[O:9])=[O:8])=[CH:5][CH:6]=1. Product: BrCC1=CC=C(C=C1)S(=O)(=O)Cl (4-(Bromomethyl)benzenesulfonyl Chloride). Reactants: C1(=CC=C(C=C1)S(=O)(=O)Cl)C (p-Toluenesulfonyl chloride), BrN1C(CCC1=O)=O (N-bromosuccinimide), C(C1=CC=CC=C1)(=O)OOC(C1=CC=CC=C1)=O (benzoyl peroxide). Procedure details: p-Toluenesulfonyl chloride (0.52 mol, 100 g), N-bromosuccinimide (0.62 mol, 110.3 g), and benzoyl peroxide (5 g) were heated to reflux in carbon tetrachloride (500 ml) for 1 hour. The mixture was filtered and the filtrate was concentrated in vacuo. The residue was triturated with isopropyl ether to afford 40.1 g of title product as a white solid; m.p. 70°-73° C. Starting materials: Cl (HCl), N[C@@H](C)C(=O)O (L-Alanine), [OH-].[K+] (KOH), ClC1=CC=C(C(=O)Cl)C=C1 (4-chlorobenzoyl chloride). The solvent is O (water). Yields the product ClC1=CC=C(C(=O)NC(C(=O)O)C)C=C1 (2-(4-Chlorobenzamido)propanoic acid). Isolated yield 84.9%. RXN SMILES: [NH2:1][C@H:2]([C:4]([OH:6])=[O:5])[CH3:3].[OH-].[K+].[Cl:9][C:10]1[CH:18]=[CH:17][C:13]([C:14](Cl)=[O:15])=[CH:12][CH:11]=1.Cl>O>[Cl:9][C:10]1[CH:18]=[CH:17][C:13]([C:14]([NH:1][CH:2]([CH3:3])[C:4]([OH:6])=[O:5])=[O:15])=[CH:12][CH:11]=1 |f:1.2|. Reported procedure: To a solution of L-Alanine (2.67 g, 30.0 mmol) and KOH (3.90 g, 69.5 mmol) in water (50.0 mL) was added 4-chlorobenzoyl chloride (5.25 g, 30.0 mmol). After stirring at RT for 16H, the reaction mixture was cooled to 0° C., acidified to pH=2 with 10 M HCl and extracted with EtOAc (3×75 mL). The combined organic layers were washed with brine, dried over anhydrous Na2SO4, concentrated and air dried under vacuum to afford 5.80 g (85% yield) of the title compound as a white solid that was carried forw... Starting materials: CO, O=C(O)c1nc(Cl)ccc1F, [Na+], [OH-], O=S(=O)(O)O. Yields the product COC(=O)c1nc(Cl)ccc1F. As a reaction SMILES: [CH3:14][OH:15].[Cl:1][c:2]1[cH:3][cH:4][c:5]([F:11])[c:6]([C:8](=[O:9])[OH:10])[n:7]1.[Na+:13].[OH-:12].[S:16](=[O:17])(=[O:18])([OH:19])[OH:20]>>[Cl:1][c:2]1[cH:3][cH:4][c:5]([F:11])[c:6]([C:8]([O:9][CH3:14])=[O:10])[n:7]1. Reactants: ClCCl, CC(c1ccccc1)N1CC(CF)(C(=O)OC(C)(C)C)C(C)C1=O, O=C(O)C(F)(F)F. Yields the product CC(c1ccccc1)N1CC(CF)(C(=O)O)C(C)C1=O. As a reaction SMILES: [Cl:25][CH2:26][Cl:27].[F:1][CH2:2][C:3]1([C:18](=[O:19])[O:20][C:21]([CH3:22])([CH3:23])[CH3:24])[CH2:4][N:5]([CH:10]([CH3:11])[c:12]2[cH:13][cH:14][cH:15][cH:16][cH:17]2)[C:6](=[O:9])[CH:7]1[CH3:8].[OH:28][C:29]([C:30]([F:31])([F:32])[F:33])=[O:34]>>[F:1][CH2:2][C:3]1([C:18](=[O:19])[OH:20])[CH2:4][N:5]([CH:10]([CH3:11])[c:12]2[cH:13][cH:14][cH:15][cH:16][cH:17]2)[C:6](=[O:9])[CH:7]1[CH3:8]. The reactants are CCCc1c(OCCCBr)ccc(C(C)=O)c1O, CCCc1c(S)ccc(C(C)=O)c1OCCCC(=O)OCC, O=C([O-])[O-], CC(C)=O, Cl, [I-], [K+], [K+], [K+]. Product: CCCc1c(OCCCSc2ccc(C(C)=O)c(OCCCC(=O)OCC)c2CCC)ccc(C(C)=O)c1O. As a reaction SMILES: [Br:23][CH2:24][CH2:25][CH2:26][O:27][c:28]1[c:29]([CH2:38][CH2:39][CH3:40])[c:30]([OH:37])[c:31]([C:34]([CH3:35])=[O:36])[cH:32][cH:33]1.[C:1]([CH3:2])(=[O:3])[c:4]1[cH:5][cH:6][c:7]([SH:22])[c:8]([CH2:19][CH2:20][CH3:21])[c:9]1[O:10][CH2:11][CH2:12][CH2:13][C:14](=[O:15])[O:16][CH2:17][CH3:18].[C:43](=[O:44])([O-:45])[O-:46].[CH3:50][C:51](=[O:52])[CH3:53].[ClH:49].[I-:42].[K+:41].[K+:47].[K+:48]>>[C:1]([CH3:2])(=[O:3])[c:4]1[cH:5][cH:6][c:7]([S:22][CH2:24][CH2:25][CH2:26][O:27][c:28]2[c:29]([CH2:38][CH2:39][CH3:40])[c:30]([OH:37])[c:31]([C:34]([CH3:35])=[O:36])[cH:32][cH:33]2)[c:8]([CH2:19][CH2:20][CH3:21])[c:9]1[O:10][CH2:11][CH2:12][CH2:13][C:14](=[O:15])[O:16][CH2:17][CH3:18]. Reactants: CN (N-methylamine), N1=CC=C(C=C1)\C=C\C(\C=C\C1=CC=NC=C1)=O ((1E,4E)-1,5-di(pyridin-4-yl)penta-1,4-dien-3-one), ice water. Solvent: CN(C)C=O (DMF). Run at time 6 hour. The product is CN1C(CC(CC1C1=CC=NC=C1)=O)C1=CC=NC=C1 (1-Methyl-2,6-di(pyridine-4-yl)piperidin-4-one). The yield is 48.7%. Reaction SMILES: [N:1]1[CH:6]=[CH:5][C:4](/[CH:7]=[CH:8]/[C:9](=[O:18])/[CH:10]=[CH:11]/[C:12]2[CH:17]=[CH:16][N:15]=[CH:14][CH:13]=2)=[CH:3][CH:2]=1.[CH3:19][NH2:20]>CN(C=O)C>[CH3:19][N:20]1[CH:7]([C:4]2[CH:5]=[CH:6][N:1]=[CH:2][CH:3]=2)[CH2:8][C:9](=[O:18])[CH2:10][CH:11]1[C:12]1[CH:13]=[CH:14][N:15]=[CH:16][CH:17]=1. Procedure details: A suspension of (1E,4E)-1,5-di(pyridin-4-yl)penta-1,4-dien-3-one (1 g, 3.2 mmol) in DMF (10 mL) was treated with N-methylamine (40% in H2O, 2.8 mL, 32 mmol) at 0° C. The solution was warmed up to ambient temperature and stirred for 6 h at RT. The reaction mixture was poured into ice-water and the resulting precipitate was filtered. The aqueous solution was extracted with DCM and the combined organic layers were dried with MgSO4, filtered and evaporated in vacuo. The crude product was purified by...